Dataset: the Open Reaction Database (ORD), a public repository of structured organic reaction records. Task: describe an organic reaction: reactants, conditions, products, and yield Starting materials: BrC=1C=CC=2C3=C(NC2C1)C=CNC3=O (7-bromo-2,5-dihydro-1H-pyrido[4,3-b]indol-1-one), C(C)(=O)[O-].[Na+] (Sodium acetate), CO (Methanol). Reagents/catalysts: C1(=CC=CC=C1)P([C-]1C=CC=C1)C1=CC=CC=C1.[C-]1(C=CC=C1)P(C1=CC=CC=C1)C1=CC=CC=C1.[Fe+2] (1,1′-Bis(diphenylphosphino)ferrocene), C(C)(=O)[O-].[Pd+2].C(C)(=O)[O-] (Palladium (II) acetate). Solvent: CC(=O)N(C)C (DMA). Run at temperature 95 celsius. Yields the product COC(=O)C=1C=CC=2C3=C(NC2C1)C=CNC3=O (methyl-1-oxo-2,5-dihydro-1H-pyrido[4,3-b]indole-7-carboxylate). Yield: 85.0%. RXN SMILES: Br[C:2]1[CH:3]=[CH:4][C:5]2[C:6]3[C:14](=[O:15])[NH:13][CH:12]=[CH:11][C:7]=3[NH:8][C:9]=2[CH:10]=1.[C:16]([O-:19])(=[O:18])C.[Na+].[CH3:21]O>CC(N(C)C)=O.C1(P(C2C=CC=CC=2)[C-]2C=CC=C2)C=CC=CC=1.[C-]1(P(C2C=CC=CC=2)C2C=CC=CC=2)C=CC=C1.[Fe+2].C([O-])(=O)C.[Pd+2].C([O-])(=O)C>[CH3:21][O:19][C:16]([C:2]1[CH:3]=[CH:4][C:5]2[C:6]3[C:14](=[O:15])[NH:13][CH:12]=[CH:11][C:7]=3[NH:8][C:9]=2[CH:10]=1)=[O:18] |f:1.2,5.6.7,8.9.10|. Procedure details: A stirred mixture of 7-bromo-2,5-dihydro-1H-pyrido[4,3-b]indol-1-one (1.000 g, 3.80 mmol), 1,1′-Bis(diphenylphosphino)ferrocene (0.319 g, 0.57 mmol), Palladium (II) acetate (0.128 g, 0.57 mmol) and Sodium acetate (0.623 g, 7.600) in a mixture of Methanol (30 mL) and DMA (10 mL) was degassed under vacuum and pressurized with Carbon Monoxide gas [CO] from a lecture bottle to approx. 55 psi in a sealed Steel Reaction vessel. The sealed vessel was heated at 95° C. overnight behind a protective shiel...